This data is from the Open Reaction Database (ORD), a public repository of structured organic reaction records. The task is: describe an organic reaction: reactants, conditions, products, and yield Starting materials: [BH3-]C#N, Nc1ncnn2c(Cc3ccc4c(c3)CNCC4)cc(-c3ccc4cn(Cc5ccccc5)nc4c3)c12, CCOC1(O[Si](C)(C)C)CC1, CC(=O)O, CO, [Na+]. The product is Nc1ncnn2c(Cc3ccc4c(c3)CN(C3CC3)CC4)cc(-c3ccc4cn(Cc5ccccc5)nc4c3)c12. RXN SMILES: [C:53]([BH3-:54])#[N:55].[CH2:1]([c:2]1[cH:3][cH:4][cH:5][cH:6][cH:7]1)[n:8]1[n:9][c:10]2[cH:11][c:12](-[c:17]3[cH:18][c:19]([CH2:27][c:28]4[cH:29][cH:30][c:31]5[c:36]([cH:37]4)[CH2:35][NH:34][CH2:33][CH2:32]5)[n:20]4[n:21][cH:22][n:23][c:24]([NH2:26])[c:25]34)[cH:13][cH:14][c:15]2[cH:16]1.[CH2:38]([O:39][C:41]1([O:40][Si:44]([CH3:45])([CH3:46])[CH3:47])[CH2:42][CH2:43]1)[CH3:48].[CH3:49][C:50](=[O:51])[OH:52].[CH3:57][OH:58].[Na+:56]>>[CH2:1]([c:2]1[cH:3][cH:4][cH:5][cH:6][cH:7]1)[n:8]1[n:9][c:10]2[cH:11][c:12](-[c:17]3[cH:18][c:19]([CH2:27][c:28]4[cH:29][cH:30][c:31]5[c:36]([cH:37]4)[CH2:35][N:34]([CH:41]4[CH2:42][CH2:43]4)[CH2:33][CH2:32]5)[n:20]4[n:21][cH:22][n:23][c:24]([NH2:26])[c:25]34)[cH:13][cH:14][c:15]2[cH:16]1. Reactants: COC1=C(C=CC(=C1)[N+](=O)[O-])C1=CN=C(S1)C (5-(2-methoxy-4-nitro-phenyl)-2-methyl-thiazole), stannous chloride. Run in C(C)O (ethanol). Product: COC=1C=C(C=CC1C1=CN=C(S1)C)N (3-Methoxy-4-(2-methyl-thiazol-5-yl)-phenylamine). Yield: 91.5%. RXN SMILES: [CH3:1][O:2][C:3]1[CH:8]=[C:7]([N+:9]([O-])=O)[CH:6]=[CH:5][C:4]=1[C:12]1[S:16][C:15]([CH3:17])=[N:14][CH:13]=1>C(O)C>[CH3:1][O:2][C:3]1[CH:8]=[C:7]([NH2:9])[CH:6]=[CH:5][C:4]=1[C:12]1[S:16][C:15]([CH3:17])=[N:14][CH:13]=1. Procedure details: A suspension of 5-(2-methoxy-4-nitro-phenyl)-2-methyl-thiazole (330 mg, 1.32 mmol) and anhydrous stannous chloride (1.28 g, 6.6 mmol) in ethanol (21 mL) was stirred at reflux for one hour. The yellow solution was evaporated and the residue dissolved in ethyl acetate. This solution was washed twice with 2N aqueous sodium hydroxide solution, with brine, dried with magnesium sulfate and evaporated to dryness to afford the title compound (266 mg, 91%) as an orange solid. MS ISP (m/e): 221.2 [(M+H)+]...